This data is from the Open Reaction Database (ORD), a public repository of structured organic reaction records. The task is: describe an organic reaction: reactants, conditions, products, and yield The reactants are C#CCCCO, CCNCC, [Cu]I, Ic1cccc2ccccc12. Product: OCCCC#Cc1cccc2ccccc12. RXN SMILES: [CH2:12]([CH2:13][CH2:14][C:15]#[CH:16])[OH:17].[CH2:18]([NH:19][CH2:20][CH3:21])[CH3:22].[Cu:23][I:24].[I:1][c:2]1[cH:3][cH:4][cH:5][c:6]2[cH:7][cH:8][cH:9][cH:10][c:11]12>>[c:2]1([C:16]#[C:15][CH2:14][CH2:13][CH2:12][OH:17])[cH:3][cH:4][cH:5][c:6]2[cH:7][cH:8][cH:9][cH:10][c:11]12. RXN SMILES: [CH2:16]([CH3:17])[O:18][C:19]([CH:20]=[C:21]([CH3:22])[Cl:23])=[O:24].[CH3:1][C:2]([CH3:3])([O-:4])[CH3:5].[CH3:7][S:8][c:9]1[c:10]([OH:15])[cH:11][cH:12][cH:13][cH:14]1.[K+:6].[O:25]1[CH2:26][CH2:27][CH2:28][CH2:29]1>>[CH3:7][S:8][c:9]1[c:10]([O:15][C:21](=[CH:20][C:19]([O:18][CH2:16][CH3:17])=[O:24])[CH3:22])[cH:11][cH:12][cH:13][cH:14]1. Product: CCOC(=O)C=C(C)Oc1ccccc1SC. The reactants are CCOC(=O)C=C(C)Cl, CC(C)(C)[O-], CSc1ccccc1O, [K+], C1CCOC1. Solvent: C(=O)(O)[O-].[Na+] (NaHCO3), C(Cl)Cl (CH2Cl2). The reactants are 6-lutidine, [Si](C)(C)(C(C)(C)C)OS(=O)(=O)C(F)(F)F (TBSOTf), C(C)(C)(C)OC(CC(C(C(C(C(C(COCC1=CC=CC=C1)C)O)C)=O)(C)C)O[Si](C)(CC)CC)=O (9-Benzyloxy-3-(diethylmethylsilanyloxy)-7-hydroxy-4,4,6,8-tetramethyl-5-oxo-nonanoic Acid tert-butyl Ester), N1=C(C=CC=C1C)C (2,6-lutidine), [Si](C)(C)(C(C)(C)C)OS(=O)(=O)C(F)(F)F (TBSOTf). Yields the product C(C)(C)(C)OC(CC(C(C(C(C(C(COCC1=CC=CC=C1)C)O[Si](C)(C)C(C)(C)C)C)=O)(C)C)O[Si](C)(CC)CC)=O (9-Benzyloxy-7-(tert-butyldimethylsilanyloxy)-3-(diethylmethylsilanyloxy)-4,4,6,8-tetramethyl-5-oxo-nonanoic Acid tert-butyl Ester). Procedure details: To a solution of 71a (4.1 mg, 7.6 μmol) and 2,6-lutidine (10.0 μL, 43.5 mmol) in CH2Cl2 (0.2 mL) at −78° C. was added TBSOTf (10.0 μL, 85.8 mmol). After 2 h, more, 6-lutidine (10.0 μL, 43.5 mmol) and TBSOTf (10.0 μL, 85.8 mmol) were added. After 6 h, the mixture was diluted with sat aq NaHCO3. The aqueous layer was extracted three times with EtOAc. The combined organic extracts were washed with brine, dried over MgSO4 and concentrated under reduced pressure. The crude product was purified by fla... Isolated yield 111.5%. Run at time 2 hour. Reaction SMILES: [C:1]([O:5][C:6](=[O:36])[CH2:7][CH:8]([O:29][Si:30]([CH2:34][CH3:35])([CH2:32][CH3:33])[CH3:31])[C:9]([CH3:28])([CH3:27])[C:10](=[O:26])[CH:11]([CH3:25])[CH:12]([OH:24])[CH:13]([CH3:23])[CH2:14][O:15][CH2:16][C:17]1[CH:22]=[CH:21][CH:20]=[CH:19][CH:18]=1)([CH3:4])([CH3:3])[CH3:2].N1C(C)=CC=CC=1C.[Si:45](OS(C(F)(F)F)(=O)=O)([C:48]([CH3:51])([CH3:50])[CH3:49])([CH3:47])[CH3:46]>C(Cl)Cl.C([O-])(O)=O.[Na+]>[C:1]([O:5][C:6](=[O:36])[CH2:7][CH:8]([O:29][Si:30]([CH2:34][CH3:35])([CH2:32][CH3:33])[CH3:31])[C:9]([CH3:27])([CH3:28])[C:10](=[O:26])[CH:11]([CH3:25])[CH:12]([O:24][Si:45]([C:48]([CH3:51])([CH3:50])[CH3:49])([CH3:47])[CH3:46])[CH:13]([CH3:23])[CH2:14][O:15][CH2:16][C:17]1[CH:18]=[CH:19][CH:20]=[CH:21][CH:22]=1)([CH3:4])([CH3:2])[CH3:3] |f:4.5|. The yield is 50.2%. The solvent is C=1(C(=CC=CC1)C)C (xylene). Yields the product ClC=1C=C(C=C(C1)Cl)N1C(NC2(C1=CCCC2)CC2=CC=C(C#N)C=C2)=O (4-[1-(3,5-Dichlorophenyl)-2-oxo-1,2,3,4,5,6-hexahydro-benzimidazol-3a-ylmethyl]benzonitrile). Procedure details: A suspension of 1-[1-(4-cyano-benzyl)-2-oxocyclohexyl]-3-(3,5-dichlorophenyl)-urea (3.7 g) (0.009 mol), K2CO3 (2.6 g) (2.1 eq) and molecular sieves 4A (10 g) in xylene (500 ml) was refluxed 16 h. After cooling, the reaction mixture was filtered on paper, concentrated in vacuo, and the residue purified on SiO2 chromatography (eluent EtOAc/cyclohexane-3/7) to yield 4-[1-(3,5-Dichlorophenyl)-2-oxo-1,2,3,4,5,6-hexahydro-benzimidazol-3a-ylmethyl]benzonitrile (1.8 g) as a white solid. 1H NMR (CDCl3): ... The reactants are C(#N)C1=CC=C(CC2(C(CCCC2)=O)NC(=O)NC2=CC(=CC(=C2)Cl)Cl)C=C1 (1-[1-(4-cyano-benzyl)-2-oxocyclohexyl]-3-(3,5-dichlorophenyl)-urea), C(=O)([O-])[O-].[K+].[K+] (K2CO3), 4A. As a reaction SMILES: [C:1]([C:3]1[CH:28]=[CH:27][C:6]([CH2:7][C:8]2([NH:15][C:16]([NH:18][C:19]3[CH:24]=[C:23]([Cl:25])[CH:22]=[C:21]([Cl:26])[CH:20]=3)=[O:17])[CH2:13][CH2:12][CH2:11][CH2:10][C:9]2=O)=[CH:5][CH:4]=1)#[N:2].C([O-])([O-])=O.[K+].[K+]>C1(C)C(C)=CC=CC=1>[Cl:26][C:21]1[CH:20]=[C:19]([N:18]2[C:9]3=[CH:10][CH2:11][CH2:12][CH2:13][C:8]3([CH2:7][C:6]3[CH:27]=[CH:28][C:3]([C:1]#[N:2])=[CH:4][CH:5]=3)[NH:15][C:16]2=[O:17])[CH:24]=[C:23]([Cl:25])[CH:22]=1 |f:1.2.3|. Yields the product [OH-].[NH4+] (ammonium hydroxide), NC=1C(=NC(=C(N1)N)Cl)C(=O)N=C(NCCCCC1=CC=C(C=C1)CCCCN(C[C@H](O)C=1C=CC(=C(C1)NS(=O)(=O)C)O)C[C@@H](C1=CC(=C(C=C1)O)NS(=O)(=O)C)O)N (N-[5-(2-{[4-(4-{4-[N′-(3,5-Diamino-6-chloropyrazine-2-carbonyl)guanidino]butyl}-phenyl)butyl]-[2-(R)-hydroxy-2-(4-hydroxy-3-methanesulfonylaminophenyl)ethyl]-amino}-1-(R)-hydroxyethyl)-2-hydroxyphenyl]methanesulfonamide). Run at temperature 70 celsius, time 15 minute. Reactants: C(C)(C)N(CC)C(C)C (Diisopropylethylamine), C(C)(=O)O.C(C)(=O)O.NCCCCC1=CC=C(C=C1)CCCCN(C[C@H](O)C=1C=CC(=C(C1)NS(=O)(=O)C)O)C[C@@H](C1=CC(=C(C=C1)O)NS(=O)(=O)C)O (N-[5-(2-{{4-[4-(4-Aminobutyl)phenyl]butyl}-[2-(R)-hydroxy-2-(4-hydroxy-3-methanesulfonylaminophenyl)ethyl]amino}-1-(R)-hydroxyethyl)-2-hydroxyphenyl]methanesulfonamide diacetic acid salt), I.NC=1C(=NC(=C(N1)N)Cl)C(=O)NC(SC)=N (1-(3,5-diamino-6-chloropyrazine-2-carbonyl)-2-methylisothiourea hydriodide). Yield: 23.3%. Procedure details: Diisopropylethylamine (0.33 mL, 1.89 mmol) was added to a solution of N-[5-(2-{{4-[4-(4-aminobutyl)phenyl]butyl}-[2-(R)-hydroxy-2-(4-hydroxy-3-methanesulfonyl-aminophenyl)ethyl]amino}-1-(R)-hydroxyethyl)-2-hydroxyphenyl]methanesulfonamide diacetic acid salt (41) (0.30 g, 0.375 mmol) in absolute ethanol (5 mL). The mixture was stirred at 70° C. (oil bath) for 15 min, after which 1-(3,5-diamino-6-chloropyrazine-2-carbonyl)-2-methylisothiourea hydriodide (0.16 g, 0.41 mmol) was added in one portion... Reaction SMILES: C([N:4](C(C)C)CC)(C)C.C(O)(=[O:12])C.C(O)(=O)C.[NH2:18][CH2:19][CH2:20][CH2:21][CH2:22][C:23]1[CH:28]=[CH:27][C:26]([CH2:29][CH2:30][CH2:31][CH2:32][N:33]([CH2:49][C@H:50]([OH:63])[C:51]2[CH:56]=[CH:55][C:54]([OH:57])=[C:53]([NH:58][S:59]([CH3:62])(=[O:61])=[O:60])[CH:52]=2)[CH2:34][C@@H:35]([C:37]2[CH:38]=[CH:39][C:40]([OH:48])=[C:41]([NH:43][S:44]([CH3:47])(=[O:46])=[O:45])[CH:42]=2)[OH:36])=[CH:25][CH:24]=1.I.[NH2:65][C:66]1[C:67]([C:74]([NH:76][C:77](=[NH:80])SC)=[O:75])=[N:68][C:69]([Cl:73])=[C:70]([NH2:72])[N:71]=1>C(O)C>[OH-:12].[NH4+:4].[NH2:65][C:66]1[C:67]([C:74]([N:76]=[C:77]([NH2:80])[NH:18][CH2:19][CH2:20][CH2:21][CH2:22][C:23]2[CH:24]=[CH:25][C:26]([CH2:29][CH2:30][CH2:31][CH2:32][N:33]([CH2:49][C@H:50]([OH:63])[C:51]3[CH:56]=[CH:55][C:54]([OH:57])=[C:53]([NH:58][S:59]([CH3:62])(=[O:60])=[O:61])[CH:52]=3)[CH2:34][C@@H:35]([C:37]3[CH:38]=[CH:39][C:40]([OH:48])=[C:41]([NH:43][S:44]([CH3:47])(=[O:46])=[O:45])[CH:42]=3)[OH:36])=[CH:27][CH:28]=2)=[O:75])=[N:68][C:69]([Cl:73])=[C:70]([NH2:72])[N:71]=1 |f:1.2.3,4.5,7.8|. The solvent is C(C)O (ethanol).